The task is: describe an organic reaction: reactants, conditions, products, and yield. This data is from the Open Reaction Database (ORD), a public repository of structured organic reaction records. Starting materials: C(C1=CC=CC=C1)OC1=NC=CC=C1C1=C(C(=O)O)C=C(C(=C1)C(C)(C)C)OC (2-(2-benzyloxypyridin-3-yl)-4-tert-butyl-5-methoxybenzoic acid), C(#N)N1CCCCC1 (cyano-piperidine), C=1C=CC2=C(C1)N=NN2O (HOBt), CCN=C=NCCCN(C)C (EDCI), CCN(C(C)C)C(C)C (DIPEA). Run in CN(C)C=O (DMF). Conditions: time 8 hour. The product is C(C1=CC=CC=C1)OC1=NC=CC=C1C1=C(C(=O)N2CCC(CC2)C#N)C=C(C(=C1)C(C)(C)C)OC (1-[2-(2-benzyloxypyridin-3-yl)-4-tert-butyl-5-methoxybenzoyl]piperidine-4-carbonitrile). The yield is 100.2%. Reaction SMILES: [CH2:1]([O:8][C:9]1[C:14]([C:15]2[CH:23]=[C:22]([C:24]([CH3:27])([CH3:26])[CH3:25])[C:21]([O:28][CH3:29])=[CH:20][C:16]=2[C:17]([OH:19])=O)=[CH:13][CH:12]=[CH:11][N:10]=1)[C:2]1[CH:7]=[CH:6][CH:5]=[CH:4][CH:3]=1.C([N:32]1[CH2:37][CH2:36][CH2:35][CH2:34][CH2:33]1)#N.C1C=CC2N(O)N=[N:44][C:42]=2C=1.CCN=C=NCCCN(C)C.CCN(C(C)C)C(C)C>CN(C=O)C>[CH2:1]([O:8][C:9]1[C:14]([C:15]2[CH:23]=[C:22]([C:24]([CH3:27])([CH3:26])[CH3:25])[C:21]([O:28][CH3:29])=[CH:20][C:16]=2[C:17]([N:32]2[CH2:33][CH2:34][CH:35]([C:42]#[N:44])[CH2:36][CH2:37]2)=[O:19])=[CH:13][CH:12]=[CH:11][N:10]=1)[C:2]1[CH:3]=[CH:4][CH:5]=[CH:6][CH:7]=1. Procedure details: step 4—To a solution of 68 (100 mg, 0.26 mmol) in DMF (3 mL) were added 4 cyano-piperidine (32 mg, 0.29 mmol), HOBt (39 mg, 0.29 mmol), EDCI (56 mg, 0.29 mmol) and DIPEA. The reaction mixture was stirred at RT overnight then quenched with H2O and thrice extracted with EtOAc. The combined extracts were sequentially washed with H2O (3 times) and brine, dried (MgSO4), filtered and concentrated under reduced pressure to afford 126 mg (99%) of 1-[2-(2-benzyloxypyridin-3-yl)-4-tert-butyl-5-methoxybenz... The product is FC([C@H](O)C1=C(C=C(C=C1)S(=O)(=O)C)C1=CC=CC=C1)(F)F ((R)-2,2,2-trifluoro-1-(5-(methylsulfonyl)-[1,1′-biphenyl]-2-yl)ethanol). Reported procedure: Chiral reduction of 2,2,2-trifluoro-1-(5-(methylsulfonyl)-[1,1′-biphenyl]-2-yl)ethanone using the Iridium complex-catalyzed hydrogenation as described for Intermediate 1, (R)-1-(4-bromo-2-(3-methyl-1H-pyrazol-1-yl)phenyl)-2,2,2-trifluoroethanol, provided (R)-2,2,2-trifluoro-1-(5-(methylsulfonyl)-[1,1′-biphenyl]-2-yl)ethanol as a white solid. Starting materials: FC(C(=O)C1=C(C=C(C=C1)S(=O)(=O)C)C1=CC=CC=C1)(F)F (2,2,2-trifluoro-1-(5-(methylsulfonyl)-[1,1′-biphenyl]-2-yl)ethanone), BrC1=CC(=C(C=C1)[C@H](C(F)(F)F)O)N1N=C(C=C1)C ((R)-1-(4-bromo-2-(3-methyl-1H-pyrazol-1-yl)phenyl)-2,2,2-trifluoroethanol), BrC1=CC(=C(C=C1)[C@H](C(F)(F)F)O)N1N=C(C=C1)C ((R)-1-(4-bromo-2-(3-methyl-1H-pyrazol-1-yl)phenyl)-2,2,2-trifluoroethanol). As a reaction SMILES: [F:1][C:2]([F:22])([F:21])[C:3]([C:5]1[CH:10]=[CH:9][C:8]([S:11]([CH3:14])(=[O:13])=[O:12])=[CH:7][C:6]=1[C:15]1[CH:20]=[CH:19][CH:18]=[CH:17][CH:16]=1)=[O:4].BrC1C=CC([C@@H](O)C(F)(F)F)=C(N2C=CC(C)=N2)C=1>[Ir]>[F:22][C:2]([F:1])([F:21])[C@@H:3]([C:5]1[CH:10]=[CH:9][C:8]([S:11]([CH3:14])(=[O:13])=[O:12])=[CH:7][C:6]=1[C:15]1[CH:16]=[CH:17][CH:18]=[CH:19][CH:20]=1)[OH:4]. Reagents/catalysts: [Ir] (Iridium).